From a dataset of the Open Reaction Database (ORD), a public repository of structured organic reaction records. describe an organic reaction: reactants, conditions, products, and yield Starting materials: Cl.CS(=O)(=O)NC1=CC=C(C(=O)C2CCNCC2)C=C1 (4-(4-methylsulfonylaminobenzoyl)piperidine hydrochloride), C(O)([O-])=O.[Na+] (sodium hydrogencarbonate), Cl.ClCCCC1=CC=NC=C1 (4-(3-chloropropyl)pyridine hydrochloride), [I-].[K+] (potassium iodide). The solvent is CN(C=O)C (dimethylformamide). Reaction conditions: temperature 85 celsius, time 40 minute. Yields the product Cl.Cl.CS(=O)(=O)NC1=CC=C(C(=O)C2CCN(CC2)CCCC2=CC=NC=C2)C=C1 (4-(4-Methylsulfonylaminobenzoyl)-1-[3-(4-pyridyl)propyl]piperidine dihydrochloride). Isolated yield 65.6%. RXN SMILES: [ClH:1].[CH3:2][S:3]([NH:6][C:7]1[CH:20]=[CH:19][C:10]([C:11]([CH:13]2[CH2:18][CH2:17][NH:16][CH2:15][CH2:14]2)=[O:12])=[CH:9][CH:8]=1)(=[O:5])=[O:4].C(=O)([O-])O.[Na+].Cl.[Cl:27][CH2:28][CH2:29][CH2:30][C:31]1[CH:36]=[CH:35][N:34]=[CH:33][CH:32]=1.[I-].[K+]>CN(C)C=O>[ClH:27].[ClH:1].[CH3:2][S:3]([NH:6][C:7]1[CH:8]=[CH:9][C:10]([C:11]([CH:13]2[CH2:18][CH2:17][N:16]([CH2:28][CH2:29][CH2:30][C:31]3[CH:36]=[CH:35][N:34]=[CH:33][CH:32]=3)[CH2:15][CH2:14]2)=[O:12])=[CH:19][CH:20]=1)(=[O:4])=[O:5] |f:0.1,2.3,4.5,6.7,9.10.11|. Reported procedure: 0.295 g (0.926 mmol) of 4-(4-methylsulfonylaminobenzoyl)piperidine hydrochloride and 0.380 g (4.52 mmol) of sodium hydrogencarbonate were suspended in 4 ml of dimethylformamide and the suspension was stirred at 85° C. for 40 min. 0.20 g (1.04 mmol) of 4-(3-chloropropyl)pyridine hydrochloride and 0.31 g (1.87 mmol) of potassium iodide were added to the suspension and the mixture was stirred at 85° C. for 1.5 h. The liquid reaction mixture was filtered and the filtrate was concentrated. The obtain...